Dataset: the Open Reaction Database (ORD), a public repository of structured organic reaction records. Task: describe an organic reaction: reactants, conditions, products, and yield The reactants are [BH4-], CO, [Na+], C1CCOC1, O=C(O)CC1c2ccccc2CCc2ccccc21. Product: OCCC1c2ccccc2CCc2ccccc21. RXN SMILES: [BH4-:20].[CH3:22][OH:23].[Na+:21].[O:24]1[CH2:25][CH2:26][CH2:27][CH2:28]1.[cH:1]1[cH:2][cH:3][cH:4][c:5]2[c:11]1[CH2:10][CH2:9][c:8]1[c:7]([cH:15][cH:14][cH:13][cH:12]1)[CH:6]2[CH2:16][C:17](=[O:18])[OH:19]>>[cH:1]1[cH:2][cH:3][cH:4][c:5]2[c:11]1[CH2:10][CH2:9][c:8]1[c:7]([cH:15][cH:14][cH:13][cH:12]1)[CH:6]2[CH2:16][CH2:17][OH:18]. Reactants: CCOC(=O)C(Cc1ccc(OCCOS(C)(=O)=O)cc1)Oc1ccc(C(C)C)cc1, [N-]=[N+]=[N-], [Na+]. Product: CCOC(=O)C(Cc1ccc(OCCN=[N+]=[N-])cc1)Oc1ccc(C(C)C)cc1. Reaction SMILES: [CH:1]([CH3:2])([CH3:3])[c:4]1[cH:5][cH:6][c:7]([O:8][CH:9]([C:10](=[O:11])[O:12][CH2:13][CH3:14])[CH2:15][c:16]2[cH:17][cH:18][c:19]([O:22][CH2:23][CH2:24][O:25][S:26]([CH3:27])(=[O:28])=[O:29])[cH:20][cH:21]2)[cH:30][cH:31]1.[N-:33]=[N+:34]=[N-:35].[Na+:32]>>[CH:1]([CH3:2])([CH3:3])[c:4]1[cH:5][cH:6][c:7]([O:8][CH:9]([C:10](=[O:11])[O:12][CH2:13][CH3:14])[CH2:15][c:16]2[cH:17][cH:18][c:19]([O:22][CH2:23][CH2:24][N:33]=[N+:34]=[N-:35])[cH:20][cH:21]2)[cH:30][cH:31]1. Reactants: [Si](C1=CC=CC=C1)(C1=CC=CC=C1)(C(C)(C)C)OCC1=C(C(=C2C(=N1)C(=NO2)C(=O)OCC)Cl)N2C[C@H](O[C@H](C2)C)C (ethyl 5-((tert-butyldiphenylsilyloxy)methyl)-7-chloro-6-((2R,6S)-2,6-dimethylmorpholino)isoxazolo[4,5-b]pyridine-3-carboxylate), [Si](C1=CC=CC=C1)(C1=CC=CC=C1)(C(C)(C)C)OCC1=C(C(=C2C(=N1)C(=NO2)C(=O)OCC)Cl)N2C[C@H](O[C@H](C2)C)C (ethyl 5-((tert-butyldiphenylsilyloxy)methyl)-7-chloro-6-((2R,6S)-2,6-dimethylmorpholino)isoxazolo[4,5-b]pyridine-3-carboxylate), Cl.NCC=1C=C(C#N)C=CC1 (3-(aminomethyl)benzonitrile-HCl). The product is [Si](C1=CC=CC=C1)(C1=CC=CC=C1)(C(C)(C)C)OCC1=C(C(=C2C(=N1)C(=NO2)C(=O)NCC2=CC(=CC=C2)C#N)Cl)N2C[C@H](O[C@H](C2)C)C (5-((tert-Butyldiphenylsilyloxy)methyl)-7-chloro-N-(3-cyanobenzyl)-6-((2R,6S)-2,6-dimethylmorpholino)isoxazolo[4,5-b]pyridine-3-carboxamide). RXN SMILES: [Si:1]([O:18][CH2:19][C:20]1[N:25]=[C:24]2[C:26]([C:29]([O:31]CC)=O)=[N:27][O:28][C:23]2=[C:22]([Cl:34])[C:21]=1[N:35]1[CH2:40][C@H:39]([CH3:41])[O:38][C@H:37]([CH3:42])[CH2:36]1)([C:14]([CH3:17])([CH3:16])[CH3:15])([C:8]1[CH:13]=[CH:12][CH:11]=[CH:10][CH:9]=1)[C:2]1[CH:7]=[CH:6][CH:5]=[CH:4][CH:3]=1.Cl.[NH2:44][CH2:45][C:46]1[CH:47]=[C:48]([CH:51]=[CH:52][CH:53]=1)[C:49]#[N:50]>>[Si:1]([O:18][CH2:19][C:20]1[N:25]=[C:24]2[C:26]([C:29]([NH:50][CH2:49][C:48]3[CH:51]=[CH:52][CH:53]=[C:46]([C:45]#[N:44])[CH:47]=3)=[O:31])=[N:27][O:28][C:23]2=[C:22]([Cl:34])[C:21]=1[N:35]1[CH2:40][C@H:39]([CH3:41])[O:38][C@H:37]([CH3:42])[CH2:36]1)([C:14]([CH3:16])([CH3:15])[CH3:17])([C:8]1[CH:9]=[CH:10][CH:11]=[CH:12][CH:13]=1)[C:2]1[CH:7]=[CH:6][CH:5]=[CH:4][CH:3]=1 |f:1.2|. Reported procedure: Starting materials: ethyl 5-((tert-butyldiphenylsilyloxy)methyl)-7-chloro-6-((2R,6S)-2,6-dimethylmorpholino)isoxazolo[4,5-b]pyridine-3-carboxylate (Intermediate 211) and 3-(aminomethyl)benzonitrile-HCl. Reactants: CCO, COC(=O)c1ccc(C)c(OC)c1[N+](=O)[O-], [H][H]. Yields the product COC(=O)c1ccc(C)c(OC)c1N. Reaction SMILES: [CH3:19][CH2:20][OH:21].[CH3:1][O:2][c:3]1[c:4]([N+:14]([O-:15])=[O:16])[c:5]([C:6](=[O:7])[O:8][CH3:9])[cH:10][cH:11][c:12]1[CH3:13].[H:17][H:18]>>[CH3:1][O:2][c:3]1[c:4]([NH2:14])[c:5]([C:6](=[O:7])[O:8][CH3:9])[cH:10][cH:11][c:12]1[CH3:13]. The reactants are C1(C=CCCC1)N1C2=NC(=NC(=C2N=C1)N)OCCC (9-(2-cyclohexenyl)-2-n-propoxy-9H-adenine). Run in C(C)O (ethanol). Product: C1(CCCCC1)N1C2=NC(=NC(=C2N=C1)N)OCCC (9-Cyclohexyl-2-n-propoxy-9H-adenine). Reaction SMILES: [CH:1]1([N:7]2[CH:15]=[N:14][C:13]3[C:8]2=[N:9][C:10]([O:17][CH2:18][CH2:19][CH3:20])=[N:11][C:12]=3[NH2:16])[CH2:6][CH2:5][CH2:4][CH:3]=[CH:2]1>C(O)C>[CH:1]1([N:7]2[CH:15]=[N:14][C:13]3[C:8]2=[N:9][C:10]([O:17][CH2:18][CH2:19][CH3:20])=[N:11][C:12]=3[NH2:16])[CH2:2][CH2:3][CH2:4][CH2:5][CH2:6]1. Reported procedure: A solution of 2.21 g. (7.8 mmoles) of 9-(2-cyclohexenyl)-2-n-propoxy-9H-adenine in 30 ml. of 90% ethanol was hydrogenated overnight with 250 mg. of 10% Pd-C and then filtered. The filtrate was evaporated in vacuo, giving a residue which was crystallized from ethyl acetate-n-hexane. Yield 1.85 g. (76%); m.p. 148°-150° C. IR(KBr): 3510, 2930, 1670, 1640, 1595, 1405 cm-1. UV: λmaxMeOH 252 nm (ε 8360), 269 nm (ε 13200). NMR(CDCl3): δ 1.03(3H, t, J=7 Hz), 1.80(12H, m), 4.20(2H, t, J=7 Hz), 4.35(1H, m... The reactants are FC1=C(C=CC=C1)[N+](=O)[O-] (1-fluoro-2-nitrobenzene), CC(C)(C)OC(=O)NC1CCNCC1 (4-N-Boc-aminopiperidine), TEA. The solvent is CCO (EtOH). Product: [N+](=O)([O-])C1=C(C=CC=C1)N1CCC(CC1)NC(OC(C)(C)C)=O (tert-butyl 1-(2-nitro phenyl)piperidin-4-ylcarbamate). The yield is 100.0%. As a reaction SMILES: F[C:2]1[CH:7]=[CH:6][CH:5]=[CH:4][C:3]=1[N+:8]([O-:10])=[O:9].[CH3:11][C:12]([O:15][C:16]([NH:18][CH:19]1[CH2:24][CH2:23][NH:22][CH2:21][CH2:20]1)=[O:17])([CH3:14])[CH3:13]>CCO>[N+:8]([C:3]1[CH:4]=[CH:5][CH:6]=[CH:7][C:2]=1[N:22]1[CH2:21][CH2:20][CH:19]([NH:18][C:16](=[O:17])[O:15][C:12]([CH3:13])([CH3:11])[CH3:14])[CH2:24][CH2:23]1)([O-:10])=[O:9]. Procedure details: The method of Example 1 was followed using 1-fluoro-2-nitrobenzene (1.0 eq), 4-N-Boc-aminopiperidine (1.2 eq), and TEA (2.0 eq) in EtOH at 55° C. for 48 hours yielding tert-butyl 1-(2-nitro phenyl)piperidin-4-ylcarbamate (100%). LCMS (m/z): 322.2 (MH+); LC Rt=3.15 min.